This data is from the Open Reaction Database (ORD), a public repository of structured organic reaction records. The task is: describe an organic reaction: reactants, conditions, products, and yield Reactants: COC=1NCCC1 (2-methoxypyrroline), C1(=CC=CC=C1)C1=CC=C(CC#N)C=C1 (4-phenylbenzylcyanide), N12CCCN=CC2CCCC1 (1,5-diazabicyclo[5,4,0]undec-5-ene). Run in C(C)OCC (diethyl ether). Yields the product C1(=CC=C(C=C1)C(=C1NCCC1)C#N)C1=CC=CC=C1 (2-[(4-biphenylyl)cyanomethylene)pyrrolidine). As a reaction SMILES: CO[C:3]1[NH:4][CH2:5][CH2:6][CH:7]=1.[C:8]1([C:14]2[CH:22]=[CH:21][C:17]([CH2:18][C:19]#[N:20])=[CH:16][CH:15]=2)[CH:13]=[CH:12][CH:11]=[CH:10][CH:9]=1.N12CCCCC1C=NCCC2>C(OCC)C>[C:14]1([C:8]2[CH:9]=[CH:10][CH:11]=[CH:12][CH:13]=2)[CH:15]=[CH:16][C:17]([C:18]([C:19]#[N:20])=[C:3]2[CH2:7][CH2:6][CH2:5][NH:4]2)=[CH:21][CH:22]=1. Procedure: Stir 32.7 g of 2-methoxypyrroline, 63.8 g of 4-phenylbenzylcyanide and 5 g of 1,5-diazabicyclo[5,4,0]undec-5-ene for 26 hours at 110°. After cooling, take up the mixture with 500 ml of diethyl ether. Filter the formed precipitate and recrystallize it from 400 ml of ethanol with activated charcoal to obtain 12.2 g (14% of theory) of the title compound (m.p. 168° to 170°). Reactants: CN(C(=O)C=1NC2=C(N1)C=CC=C2)C2=NC=CC=C2 (N-Methyl-N-(2-pyridyl)benzimidazole-2-carboxamide), C(C)(=O)O (acetic acid). Run in N1=CC=CC=C1 (pyridine). Product: C(C)(=O)N1C(=NC2=C1C=CC=C2)C(=O)N(C2=NC=CC=C2)C (1-Acetyl-N-methyl-N-(2-pyridyl)benzimidazole-2-carboxamide). Yield: 42.9%. As a reaction SMILES: [CH3:1][N:2]([C:14]1[CH:19]=[CH:18][CH:17]=[CH:16][N:15]=1)[C:3]([C:5]1[NH:6][C:7]2[CH:13]=[CH:12][CH:11]=[CH:10][C:8]=2[N:9]=1)=[O:4].[C:20](O)(=[O:22])[CH3:21]>N1C=CC=CC=1>[C:20]([N:9]1[C:8]2[CH:10]=[CH:11][CH:12]=[CH:13][C:7]=2[N:6]=[C:5]1[C:3]([N:2]([CH3:1])[C:14]1[CH:19]=[CH:18][CH:17]=[CH:16][N:15]=1)=[O:4])(=[O:22])[CH3:21]. Procedure: N-Methyl-N-(2-pyridyl)benzimidazole-2-carboxamide (1.5 g) prepared in Example 5 was suspended in dry pyridine (20 ml), anhydrous acetic acid (1.5 g) was added at room temperature while stirring and allowed to react overnight. Pyridine was distilled off under reduced pressure, the residue was dissolved in ethyl acetate, washed with water and dried over anhydrous Na2SO4, and the solvent was distilled off. Purification of the residue by column chromatography on silica gel gave the title compound (0... RXN SMILES: Cl[C:2]1[N:7]=[CH:6][C:5]([C:8]([NH2:10])=[O:9])=[CH:4][CH:3]=1.[NH2:11][C:12]1[S:13][C:14]([CH2:22][CH3:23])=[CH:15][C:16]=1[C:17](OCC)=[O:18]>C(Cl)(Cl)Cl>[CH2:22]([C:14]1[S:13][C:12]2[N:11]=[C:2]3[CH:3]=[CH:4][C:5]([C:8]([NH2:10])=[O:9])=[CH:6][N:7]3[C:17](=[O:18])[C:16]=2[CH:15]=1)[CH3:23]. Isolated yield 17.3%. Reported procedure: A mixture of 6.0 g (0.038 mol) of 6-chloro-3-pyridinecarboxamide (Aldrich Chemical Company) and 8.0 g (0.040 mol) of 2-amino-5-ethyl-3-thiophenecarboxylic acid, ethyl ester (Chemische Berichte, Vol. 99, pages 94-100, 1966) is heated in an oil bath at 180° C. for two hours. The mixture is cooled and then suspended in hot chloroform and filtered to give 1.8 g of 2-ethyl-4-oxo-4H-pyrido[1,2-a]thieno[2,3-d]pyrimidine-7-carboxamide; mp 278°-280° C. after recrystallization from pyridine. Solvent: C(Cl)(Cl)Cl (chloroform). Conditions: temperature 180 celsius. The product is C(C)C1=CC2=C(N=C3N(C2=O)C=C(C=C3)C(=O)N)S1 (2-ethyl-4-oxo-4H-pyrido[1,2-a]thieno[2,3-d]pyrimidine-7-carboxamide). Reactants: ClC1=CC=C(C=N1)C(=O)N (6-chloro-3-pyridinecarboxamide), NC=1SC(=CC1C(=O)OCC)CC (2-amino-5-ethyl-3-thiophenecarboxylic acid, ethyl ester). Starting materials: [Br-], O=C([O-])C(O)C(O)C(=O)[O-], N#Cc1cccc(C[P+](c2ccccc2)(c2ccccc2)c2ccccc2)c1, COC(=O)C(Cc1ccc(OC2CCN(C(=O)OCc3ccccc3)CC2)cc1)NC(=O)OC(C)(C)C, CC(C)C[Al+]CC(C)C, C1CCC2=NCCCN2CC1, Cc1ccccc1, CCCCCC, CCO, CCOC(C)=O, CO, [H-], [K+], [Na+], C1CCOC1. The product is CC(C)(C)OC(=O)NC(C=Cc1cccc(C#N)c1)Cc1ccc(OC2CCN(C(=O)OCc3ccccc3)CC2)cc1. As a reaction SMILES: [Br-:60].[C:48]([CH:49]([CH:50]([C:51]([O-:52])=[O:53])[OH:54])[OH:55])([O-:56])=[O:57].[C:61](#[N:62])[c:63]1[cH:64][c:65]([CH2:66][P+:67]([c:68]2[cH:69][cH:70][cH:71][cH:72][cH:73]2)([c:74]2[cH:75][cH:76][cH:77][cH:78][cH:79]2)[c:80]2[cH:81][cH:82][cH:83][cH:84][cH:85]2)[cH:86][cH:87][cH:88]1.[CH2:1]([c:2]1[cH:3][cH:4][cH:5][cH:6][cH:7]1)[O:8][C:9](=[O:10])[N:11]1[CH2:12][CH2:13][CH:14]([O:17][c:18]2[cH:19][cH:20][c:21]([CH2:24][CH:25]([C:26]([O:27][CH3:28])=[O:29])[NH:30][C:31](=[O:32])[O:33][C:34]([CH3:35])([CH3:36])[CH3:37])[cH:22][cH:23]2)[CH2:15][CH2:16]1.[CH2:39]([Al+:40][CH2:41][CH:42]([CH3:43])[CH3:44])[CH:45]([CH3:46])[CH3:47].[CH2:89]1[CH2:90][CH2:91][C:92]2=[N:97][CH2:96][CH2:95][CH2:94][N:93]2[CH2:98][CH2:99]1.[CH3:100][c:101]1[cH:102][cH:103][cH:104][cH:105][cH:106]1.[CH3:107][CH2:108][CH2:109][CH2:110][CH2:111][CH3:112].[CH3:113][CH2:114][OH:115].[CH3:121][CH2:122][O:123][C:124](=[O:125])[CH3:126].[CH3:127][OH:128].[H-:38].[K+:59].[Na+:58].[O:116]1[CH2:117][CH2:118][CH2:119][CH2:120]1>>[CH2:1]([c:2]1[cH:3][cH:4][cH:5][cH:6][cH:7]1)[O:8][C:9](=[O:10])[N:11]1[CH2:12][CH2:13][CH:14]([O:17][c:18]2[cH:19][cH:20][c:21]([CH2:24][CH:25]([CH:26]=[CH:66][c:65]3[cH:64][c:63]([C:61]#[N:62])[cH:88][cH:87][cH:86]3)[NH:30][C:31](=[O:32])[O:33][C:34]([CH3:35])([CH3:36])[CH3:37])[cH:22][cH:23]2)[CH2:15][CH2:16]1. Reactants: CC=1N(C(=CC1)C)C1=NC(=CC=C1)C1=CC=C(C=C1)CCCl (2-(2, 5-dimethylpyrrol-1-yl)-6-(4-(2-chloroethyl)phenyl)-pyridine), C(C)O (ethanol), Cl.NO (hydroxylamine hydrochloride). The solvent is O (water). Yields the product Cl.ClCCC1=CC=C(C=C1)C1=CC=CC(=N1)N (6-(4-(2-chloroethyl)phenyl)-pyridin-2-ylamine hydrochloride). The yield is 199.8%. As a reaction SMILES: CC1[N:3]([C:8]2[CH:13]=[CH:12][CH:11]=[C:10]([C:14]3[CH:19]=[CH:18][C:17]([CH2:20][CH2:21][Cl:22])=[CH:16][CH:15]=3)[N:9]=2)C(C)=CC=1.C(O)C.Cl.NO>O>[ClH:22].[Cl:22][CH2:21][CH2:20][C:17]1[CH:16]=[CH:15][C:14]([C:10]2[N:9]=[C:8]([NH2:3])[CH:13]=[CH:12][CH:11]=2)=[CH:19][CH:18]=1 |f:2.3,5.6|. Procedure: To a 500 mL round-bottomed flask equipped with condenser and nitrogen inlet were added 9.0 g (29.0 mmol) 2-(2, 5-dimethylpyrrol-1-yl)-6-(4-(2-chloroethyl)phenyl)-pyridine, 250 mL ethanol, 50 mL water, and 10.1 g (145 mmol) hydroxylamine hydrochloride. The reaction was refluxed for 36 hours, cooled, and the solvent was evaporated. The residue was taken up in ethyl acetate, washed with saturated aqueous sodium bicarbonate solution and brine, dried over sodium sulfate, and evaporated. The residue w... The reactants are CCNC(=O)O, COc1cc2c(cc1Cl)C(C)C1CNCC21, Cl. Yields the product CC1c2cc(Cl)c(O)cc2C2CNCC12. Reaction SMILES: [CH2:17]([NH:18][C:19](=[O:20])[OH:21])[CH3:22].[CH3:1][O:2][c:3]1[c:4]([Cl:16])[cH:5][c:6]2[c:13]([cH:14]1)[CH:9]1[CH:8]([CH:7]2[CH3:15])[CH2:12][NH:11][CH2:10]1.[ClH:23]>>[OH:2][c:3]1[c:4]([Cl:16])[cH:5][c:6]2[c:13]([cH:14]1)[CH:9]1[CH:8]([CH:7]2[CH3:15])[CH2:12][NH:11][CH2:10]1.